This data is from the Open Reaction Database (ORD), a public repository of structured organic reaction records. The task is: describe an organic reaction: reactants, conditions, products, and yield Reactants: COC(=O)CC(=O)OC, CN(C)C=O, Cl, [H-], C[SiH](C)OC1(CI)CC(C(C)(C)C)CN1C(=O)OCc1ccc([N+](=O)[O-])cc1, [Na+], O. The product is COC(=O)C(CC1(O[SiH](C)C)CC(C(C)(C)C)CN1C(=O)OCc1ccc([N+](=O)[O-])cc1)C(=O)OC. Reaction SMILES: [C:1]([CH2:2][C:3](=[O:4])[O:5][CH3:6])(=[O:7])[O:8][CH3:9].[CH3:41][N:42]([CH3:43])[CH:44]=[O:45].[ClH:40].[H-:10].[N+:12](=[O:13])([O-:14])[c:15]1[cH:16][cH:17][c:18]([CH2:19][O:20][C:21](=[O:22])[N:23]2[C:24]([CH2:32][I:33])([O:34][SiH:35]([CH3:36])[CH3:37])[CH2:25][CH:26]([C:28]([CH3:29])([CH3:30])[CH3:31])[CH2:27]2)[cH:38][cH:39]1.[Na+:11].[OH2:46]>>[C:1]([CH:2]([C:3](=[O:4])[O:5][CH3:6])[CH2:32][C:24]1([O:34][SiH:35]([CH3:36])[CH3:37])[N:23]([C:21]([O:20][CH2:19][c:18]2[cH:17][cH:16][c:15]([N+:12](=[O:13])[O-:14])[cH:39][cH:38]2)=[O:22])[CH2:27][CH:26]([C:28]([CH3:29])([CH3:30])[CH3:31])[CH2:25]1)(=[O:7])[O:8][CH3:9].